Dataset: the Open Reaction Database (ORD), a public repository of structured organic reaction records. Task: describe an organic reaction: reactants, conditions, products, and yield Starting materials: C(CN)N (ethylenediamine), C(C1=CC=CC=C1)N1C(=NC2=C1C=CC=C2)N=C(N)N (2-(1-Benzylbenzimidazolyl)guanidine), N(=O)[O-].[Na+] (sodium nitrite), Cl (hydrochloric acid). The solvent is C(CCCC)O (amyl alcohol), O (water). Product: C(C1=CC=CC=C1)N1C(=NC2=C1C=CC=C2)NC=2NCCN2 (2-(1-benzylbenzimidazolyl)amino-2-imidazoline). Reaction SMILES: [CH2:1]([N:8]1[C:12]2[CH:13]=[CH:14][CH:15]=[CH:16][C:11]=2[N:10]=[C:9]1[N:17]=[C:18]([NH2:20])[NH2:19])[C:2]1[CH:7]=[CH:6][CH:5]=[CH:4][CH:3]=1.Cl.N([O-])=O.[Na+].[CH2:26](N)[CH2:27]N>O.C(O)CCCC>[CH2:1]([N:8]1[C:12]2[CH:13]=[CH:14][CH:15]=[CH:16][C:11]=2[N:10]=[C:9]1[NH:17][C:18]1[NH:20][CH2:26][CH2:27][N:19]=1)[C:2]1[CH:3]=[CH:4][CH:5]=[CH:6][CH:7]=1 |f:2.3|. Reported procedure: 2-(1-Benzylbenzimidazolyl)guanidine (3.65g, 0.0143 mol) was dissolved in water (600 ml) containing 5N hydrochloric acid (5.5 ml). The solution was cooled to 0° to 5°C and treated portionwise with sodium nitrite (1.0g) each hour for 3 hours. After a further 4 hours the reaction mixture was filtered and the microcrystals so obtained were heated under reflux in amyl alcohol (15 ml) with ethylenediamine (3 ml) for 6 hours. The cooled reaction mixture was evaporated to dryness. The resulting semi-sol... Isolated yield 73.0%. Starting materials: Xylenes, S(=O)(=O)(C1=CC=C(C)C=C1)OC1=CC=C(C=2C(C3=CC=CC=C3C(C12)=O)=O)OS(=O)(=O)C1=CC=C(C)C=C1 (1,4-ditosyloxyanthraquinone), C(CC)N (n-propyl amine), ( ε6380 ), M-C7H7SO2. Reported procedure: 1-(n-propylamino)-4-tosyloxyanthraquinone was prepared by reaction of 1,4-ditosyloxyanthraquinone with n-propyl amine. The isolated and purified reaction product has the structure illustrated below (where "Ts" is ##STR9## The yield was 73% and the m.p. 163°-164° C. Mass spec m/e 435 (M+), 406 (M-C2H5), 280 (M-C7H7SO2), 252 (280-CO), 155 (C7H7SO2), 91 (C7H7); 1H-NMR (CD2Cl2)δ10.01 (br s, 1H), 8.21-7.87 (m, 2H), 7.81-7.65 (m, 4H), 7.35-6.96 (m, 4H), 3.41-3.20 (m, 2H), 2.31 (s, 3H), 1.91-1.67 (m, 2... Reaction SMILES: [S:1]([O:11][C:12]1[C:25]2[C:24](=[O:26])[C:23]3[C:18](=[CH:19][CH:20]=[CH:21][CH:22]=3)[C:17](=[O:27])[C:16]=2[C:15](OS(C2C=CC(C)=CC=2)(=O)=O)=[CH:14][CH:13]=1)([C:4]1[CH:10]=[CH:9][C:7]([CH3:8])=[CH:6][CH:5]=1)(=[O:3])=[O:2].[CH2:39]([NH2:42])[CH2:40][CH3:41]>>[CH2:39]([NH:42][C:15]1[C:16]2[C:17](=[O:27])[C:18]3[C:23](=[CH:22][CH:21]=[CH:20][CH:19]=3)[C:24](=[O:26])[C:25]=2[C:12]([O:11][S:1]([C:4]2[CH:5]=[CH:6][C:7]([CH3:8])=[CH:9][CH:10]=2)(=[O:2])=[O:3])=[CH:13][CH:14]=1)[CH2:40][CH3:41]. The product is C(CC)NC1=CC=C(C=2C(C3=CC=CC=C3C(C12)=O)=O)OS(=O)(=O)C1=CC=C(C)C=C1 (1-(n-propylamino)-4-tosyloxyanthraquinone).